Dataset: the Open Reaction Database (ORD), a public repository of structured organic reaction records. Task: describe an organic reaction: reactants, conditions, products, and yield Reactants: ClC=1C=C(OC(C(=O)NC(C#CCCCCl)(C)C)CC)C=C(C1)Cl (2-(3,5-dichlorophenoxy)-N-(1-chloro-6-methylhept-4-yn-6-yl) butyramide), [C-]#N.[K+] (potassium cyanide), O (water). The solvent is CN(C=O)C (N,N-dimethylformamide). Reaction conditions: temperature 95 celsius, time 18 hour. Yields the product ClC=1C=C(OC(C(=O)NC(C#CCCCC#N)(C)C)CC)C=C(C1)Cl (2-(3,5-dichlorophenoxy)-N-(1-cyano-6-methylhept-4-yn-6-yl) butyramide). Reaction SMILES: [Cl:1][C:2]1[CH:3]=[C:4]([CH:21]=[C:22]([Cl:24])[CH:23]=1)[O:5][CH:6]([CH2:19][CH3:20])[C:7]([NH:9][C:10]([CH3:18])([CH3:17])[C:11]#[C:12][CH2:13][CH2:14][CH2:15]Cl)=[O:8].[C-:25]#[N:26].[K+].O>CN(C)C=O>[Cl:1][C:2]1[CH:3]=[C:4]([CH:21]=[C:22]([Cl:24])[CH:23]=1)[O:5][CH:6]([CH2:19][CH3:20])[C:7]([NH:9][C:10]([CH3:18])([CH3:17])[C:11]#[C:12][CH2:13][CH2:14][CH2:15][C:25]#[N:26])=[O:8] |f:1.2|. Procedure details: A stirred solution of 2-(3,5-dichlorophenoxy)-N-(1-chloro-6-methylhept-4-yn-6-yl) butyramide (3.91) in dry N,N-dimethylformamide (35 ml) containing potassium cyanide (0.78 g) was heated to 95° C. for 6 hours, cooled to ambient temperature then stored for 18 hours. The mixture was poured into water, extracted with diethyl ether (three times) and the extracts were combined, washed with water (three times), dried over magnesium sulphate then evaporated under reduced pressure to give the required pr... Yields the product FC1=CC=C(C=C1)CN1C(=NC2=C1C=CC=C2)SC2CCNCC2 (1-[(4-fluorophenyl)methyl]-2-[(4-piperidinyl)thio]-1H-benzimidazole). Procedure: A mixture of 4.95 parts of 4-[[1-[(4-fluorophenyl)methyl]-1H-benzimidazol-2-yl]thio]-1-[(4-methylphenyl)sulfonyl]piperidine, 225 parts of a hydrobromic acid solution 48% in water and 5 parts of phenol was stirred and refluxed for 2 hours. The reaction mixture was evaporated and the residue as taken up in water and treated with a sodium hydroxide solution. The product was extracted with dichloromethane. The extract was dried, filtered and evaporated. The residue was purified by filtration over si... The reactants are FC1=CC=C(C=C1)CN1C(=NC2=C1C=CC=C2)SC2CCN(CC2)S(=O)(=O)C2=CC=C(C=C2)C (4-[[1-[(4-fluorophenyl)methyl]-1H-benzimidazol-2-yl]thio]-1-[(4-methylphenyl)sulfonyl]piperidine), Br (hydrobromic acid), C1(=CC=CC=C1)O (phenol). RXN SMILES: [F:1][C:2]1[CH:7]=[CH:6][C:5]([CH2:8][N:9]2[C:13]3[CH:14]=[CH:15][CH:16]=[CH:17][C:12]=3[N:11]=[C:10]2[S:18][CH:19]2[CH2:24][CH2:23][N:22](S(C3C=CC(C)=CC=3)(=O)=O)[CH2:21][CH2:20]2)=[CH:4][CH:3]=1.Br.C1(O)C=CC=CC=1>O>[F:1][C:2]1[CH:3]=[CH:4][C:5]([CH2:8][N:9]2[C:13]3[CH:14]=[CH:15][CH:16]=[CH:17][C:12]=3[N:11]=[C:10]2[S:18][CH:19]2[CH2:20][CH2:21][NH:22][CH2:23][CH2:24]2)=[CH:6][CH:7]=1. Isolated yield 99.0%. Run in O (water). Starting materials: NCC1CN(c2ccc(C3CN(C(=O)OCc4ccccc4)C3)c(F)c2)C(=O)O1, ClCCl, CN(C)c1ccncc1, CC(=O)OC(C)=O, c1ccncc1. The product is CC(=O)NCC1CN(c2ccc(C3CN(C(=O)OCc4ccccc4)C3)c(F)c2)C(=O)O1. Reaction SMILES: [C:14](=[O:15])([O:16][CH2:17][c:18]1[cH:19][cH:20][cH:21][cH:22][cH:23]1)[N:24]1[CH2:25][CH:26]([c:28]2[c:29]([F:42])[cH:30][c:31]([N:34]3[C:35](=[O:41])[O:36][CH:37]([CH2:39][NH2:40])[CH2:38]3)[cH:32][cH:33]2)[CH2:27]1.[CH2:52]([Cl:53])[Cl:54].[CH3:43][N:44]([CH3:45])[c:46]1[cH:47][cH:48][n:49][cH:50][cH:51]1.[CH3:7][C:8](=[O:9])[O:10][C:11](=[O:12])[CH3:13].[cH:1]1[cH:2][cH:3][n:4][cH:5][cH:6]1>>[CH3:7][C:8](=[O:9])[NH:40][CH2:39][CH:37]1[O:36][C:35](=[O:41])[N:34]([c:31]2[cH:30][c:29]([F:42])[c:28]([CH:26]3[CH2:25][N:24]([C:14](=[O:15])[O:16][CH2:17][c:18]4[cH:19][cH:20][cH:21][cH:22][cH:23]4)[CH2:27]3)[cH:33][cH:32]2)[CH2:38]1. The reactants are CC(C)(C)[Si](Cl)(c1ccccc1)c1ccccc1, ClCCl, CN(C)c1ccncc1, [Cl-], O=C1CC2C(CC(O)C2CCC2(COc3cccc(Cl)c3)OCCO2)O1, [NH4+], c1c[nH]cn1. The product is CC(C)(C)[Si](OC1CC2OC(=O)CC2C1CCC1(COc2cccc(Cl)c2)OCCO1)(c1ccccc1)c1ccccc1. As a reaction SMILES: [C:32]([CH3:33])([CH3:34])([CH3:35])[Si:36]([c:37]1[cH:38][cH:39][cH:40][cH:41][cH:42]1)([c:43]1[cH:44][cH:45][cH:46][cH:47][cH:48]1)[Cl:49].[CH2:61]([Cl:62])[Cl:63].[CH3:52][N:53]([c:54]1[cH:55][cH:56][n:57][cH:58][cH:59]1)[CH3:60].[Cl-:50].[Cl:1][c:2]1[cH:3][c:4]([O:5][CH2:6][C:7]2([CH2:8][CH2:9][CH:10]3[CH:11]([OH:19])[CH2:12][CH:13]4[O:14][C:15](=[O:18])[CH2:16][CH:17]34)[O:20][CH2:21][CH2:22][O:23]2)[cH:24][cH:25][cH:26]1.[NH4+:51].[nH:27]1[cH:28][cH:29][n:30][cH:31]1>>[Cl:1][c:2]1[cH:3][c:4]([O:5][CH2:6][C:7]2([CH2:8][CH2:9][CH:10]3[CH:11]([O:19][Si:36]([C:32]([CH3:33])([CH3:34])[CH3:35])([c:37]4[cH:38][cH:39][cH:40][cH:41][cH:42]4)[c:43]4[cH:44][cH:45][cH:46][cH:47][cH:48]4)[CH2:12][CH:13]4[O:14][C:15](=[O:18])[CH2:16][CH:17]34)[O:20][CH2:21][CH2:22][O:23]2)[cH:24][cH:25][cH:26]1.